This data is from the Open Reaction Database (ORD), a public repository of structured organic reaction records. The task is: describe an organic reaction: reactants, conditions, products, and yield The reactants are 15.0, O=C(CCCC(=O)OCC)C1=CN(C2=CC=CC=C12)C=1C=NC=CC1 (3-(1-oxo-4-ethoxycarbonylbutyl)-N-(3-pyridyl)indole). Solvent: [OH-].[Na+] (sodium hydroxide). Product: O=C(CCCC(=O)O)C1=CN(C2=CC=CC=C12)C=1C=NC=CC1 (3-(1-oxo-4-carboxybutyl)-N-(3-pyridyl)-indole). Reaction SMILES: [O:1]=[C:2]([C:11]1[C:19]2[C:14](=[CH:15][CH:16]=[CH:17][CH:18]=2)[N:13]([C:20]2[CH:21]=[N:22][CH:23]=[CH:24][CH:25]=2)[CH:12]=1)[CH2:3][CH2:4][CH2:5][C:6]([O:8]CC)=[O:7]>[OH-].[Na+]>[O:1]=[C:2]([C:11]1[C:19]2[C:14](=[CH:15][CH:16]=[CH:17][CH:18]=2)[N:13]([C:20]2[CH:21]=[N:22][CH:23]=[CH:24][CH:25]=2)[CH:12]=1)[CH2:3][CH2:4][CH2:5][C:6]([OH:8])=[O:7] |f:1.2|. Procedure: A mixture of 15.0 of 3-(1-oxo-4-ethoxycarbonylbutyl)-N-(3-pyridyl)indole, 100 ml of 0.5N sodium hydroxide is heated under reflux for 16 hours. The solution is acidified to pH of about 6 with hydrochloric and extracted with methylene chloride. The methylene chloride extract is dried over sodium sulfate and evaporated to dryness to give 3-(1-oxo-4-carboxybutyl)-N-(3-pyridyl)-indole, melting point 177°-178°. Reactants: OS(=O)(=O)C(F)(F)F (triflic acid), CC1=CC[C@@H](CC1)C(=C)C (d-limonene), [OH-].[Na+] (sodium hydroxide), CC1=CC[C@@H](CC1)C(=C)C (d-limonene), OC1=CC=C(C=C1)C(C)(C)C1=CC=C(C=C1)O (bisphenol-A). Run in O (water), O (water), C=1(C(=CC=CC1)C)C (xylene). Reaction conditions: temperature 105 celsius, time 35 minute. Product: OC1=CC=C(C=C1)C(C)(C)C1=CC=C(C=C1)O.CC1=CC[C@@H](CC1)C(=C)C (Bisphenol-A d-Limonene). As a reaction SMILES: [OH:1][C:2]1[CH:7]=[CH:6][C:5]([C:8]([C:11]2[CH:16]=[CH:15][C:14]([OH:17])=[CH:13][CH:12]=2)([CH3:10])[CH3:9])=[CH:4][CH:3]=1.OS(C(F)(F)F)(=O)=O.[CH3:26][C:27]1[CH2:32][CH2:31][C@@H:30]([C:33]([CH3:35])=[CH2:34])[CH2:29][CH:28]=1.[OH-].[Na+]>O.C1(C)C(C)=CC=CC=1>[OH:1][C:2]1[CH:3]=[CH:4][C:5]([C:8]([C:11]2[CH:12]=[CH:13][C:14]([OH:17])=[CH:15][CH:16]=2)([CH3:10])[CH3:9])=[CH:6][CH:7]=1.[CH3:26][C:27]1[CH2:32][CH2:31][C@@H:30]([C:33]([CH3:35])=[CH2:34])[CH2:29][CH:28]=1 |f:3.4,7.8|. Procedure: A 250 ml flask with stir bar was charged with: 57 g of bisphenol-A (0.25 mole=0.50 equivalents) and 56 g (65 ml) of xylene. This was heated to 105° C. and there was then added 0.5 g of 50% triflic acid in water. Then 41 ml (34.4 g) d-limonene (99%) was added over 25 minutes at 105° C.±2° C. The reaction temperature was allowed to drop to 90° C. over 35 minutes at which time it was raised to 105° C. and an additional 40 ml of d-limonene (total of 68 g, 0.5 mols) was added over 45 minutes. After 1...